This data is from the Open Reaction Database (ORD), a public repository of structured organic reaction records. The task is: describe an organic reaction: reactants, conditions, products, and yield The reactants are C(C)[C@@H]1C(N(C2=CC=C(C=C2N1C(C1=CC=C(C=C1)OC)=O)F)CCCCC)=O ((3R)-3-Ethyl-6-fluoro-4-(4-methoxybenzoyl)-1-pentyl-3,4-dihydroquinoxalin-2(1H)-one), C(C)[C@@H]1C(N(C2=CC(=CC=C2N1C(C1=CC=C(C=C1)O)=O)F)C)=O ((3R)-3-ethyl-7-fluoro-4-(4-hydroxybenzoyl)-1-methyl-3,4-dihydroquinoxalin-2(1H)-one). Yields the product C(C)[C@@H]1C(N(C2=CC=C(C=C2N1C(C1=CC=C(C=C1)O)=O)F)CCCCC)=O ((3R)-3-ethyl-6-fluoro-4-(4-hydroxybenzoyl)-1-pentyl-3,4-dihydroquinoxalin-2(1H)-one). Yield: 96.0%. As a reaction SMILES: [CH2:1]([C@H:3]1[N:12]([C:13](=[O:22])[C:14]2[CH:19]=[CH:18][C:17]([O:20]C)=[CH:16][CH:15]=2)[C:11]2[C:6](=[CH:7][CH:8]=[C:9]([F:23])[CH:10]=2)[N:5]([CH2:24][CH2:25][CH2:26][CH2:27][CH3:28])[C:4]1=[O:29])[CH3:2].C([C@H]1N(C(=O)C2C=CC(O)=CC=2)C2C(=CC(F)=CC=2)N(C)C1=O)C>>[CH2:1]([C@H:3]1[N:12]([C:13](=[O:22])[C:14]2[CH:19]=[CH:18][C:17]([OH:20])=[CH:16][CH:15]=2)[C:11]2[C:6](=[CH:7][CH:8]=[C:9]([F:23])[CH:10]=2)[N:5]([CH2:24][CH2:25][CH2:26][CH2:27][CH3:28])[C:4]1=[O:29])[CH3:2]. Reported procedure: (3R)-3-Ethyl-6-fluoro-4-(4-methoxybenzoyl)-1-pentyl-3,4-dihydroquinoxalin-2(1H)-one was treated according to the procedure for the preparation of (3R)-3-ethyl-7-fluoro-4-(4-hydroxybenzoyl)-1-methyl-3,4-dihydroquinoxalin-2(1H)-one (see Example 1) to yield (3R)-3-ethyl-6-fluoro-4-(4-hydroxybenzoyl)-1-pentyl-3,4-dihydroquinoxalin-2(1H)-one (96%). [α]D 25=−294° (c=0.0095 G/ML, CHCl3); MS (ESI) m/z 385 ([M+H]+); MS (ESI) m/z 383 ([M−H]−); HRMS: calcd for C22H25FN2O3.0.10H2O, 385.9860; found (ESI_FT),... The reactants are CC(C)(C)OC(=O)n1c(Cl)nc2ccccc21, CC(C)(C)[O-], Cc1ccccc1, C1CN2CCC(CC2)N1, [Na+], O=C(C=Cc1ccccc1)C=Cc1ccccc1, O=C(C=Cc1ccccc1)C=Cc1ccccc1, O=C(C=Cc1ccccc1)C=Cc1ccccc1, [Pd], [Pd]. Product: CC(C)(C)OC(=O)n1c(N2CCN3CCC2CC3)nc2ccccc21. Reaction SMILES: [C:1]([CH3:2])([CH3:3])([CH3:4])[O:5][C:6](=[O:7])[n:8]1[c:9]([Cl:17])[n:10][c:11]2[c:12]1[cH:13][cH:14][cH:15][cH:16]2.[CH3:27][C:28]([CH3:29])([O-:30])[CH3:31].[CH3:89][c:90]1[cH:91][cH:92][cH:93][cH:94][cH:95]1.[N:18]12[CH2:19][CH2:20][NH:21][CH:22]([CH2:23][CH2:24]1)[CH2:25][CH2:26]2.[Na+:32].[O:35]=[C:36]([CH:37]=[CH:38][c:39]1[cH:40][cH:41][cH:42][cH:43][cH:44]1)[CH:45]=[CH:46][c:47]1[cH:48][cH:49][cH:50][cH:51][cH:52]1.[O:53]=[C:54]([CH:55]=[CH:56][c:57]1[cH:58][cH:59][cH:60][cH:61][cH:62]1)[CH:63]=[CH:64][c:65]1[cH:66][cH:67][cH:68][cH:69][cH:70]1.[O:71]=[C:72]([CH:73]=[CH:74][c:75]1[cH:76][cH:77][cH:78][cH:79][cH:80]1)[CH:81]=[CH:82][c:83]1[cH:84][cH:85][cH:86][cH:87][cH:88]1.[Pd:33].[Pd:34]>>[C:1]([CH3:2])([CH3:3])([CH3:4])[O:5][C:6](=[O:7])[n:8]1[c:9]([N:21]2[CH2:20][CH2:19][N:18]3[CH2:24][CH2:23][CH:22]2[CH2:25][CH2:26]3)[n:10][c:11]2[c:12]1[cH:13][cH:14][cH:15][cH:16]2. Reactants: C1(=C(C=CC=C1)P(C1=C(C=CC=C1)C)C1=C(C=CC=C1)C)C (tri-o-tolylphosphine), BrC=1C2=CC=C3C(=C2C=C2C=CC=CC12)C=CC=C3C3=CC=C(C=C3)C3=CC=CC=1C3=CC=C3C(=C2C=CC=CC2=CC13)Br (1,4-bis(7-bromo(benz[a]anthracen-4-yl))benzene), C1(=CC=CC=C1)B(O)O (benzeneboronic acid), P(=O)([O-])([O-])[O-].[K+].[K+].[K+] (tripotassium phosphate). The reagents and catalysts are C(C)(=O)[O-].[Pd+2].C(C)(=O)[O-] (palladium(II) acetate). Run in C1(=CC=CC=C1)C (toluene), O (water), O1CCOCC1 (dioxane). Yields the product C1(=CC=CC=C1)C=1C2=CC=C3C(=C2C=C2C=CC=CC12)C=CC=C3C3=CC=C(C=C3)C3=CC=CC=1C3=CC=C3C(=C2C=CC=CC2=CC13)C1=CC=CC=C1 (1,4-bis(7-phenyl(benz[a]anthracen-4-yl))-benzene). Reaction SMILES: C1(C)C=CC=CC=1P([C:15]1[CH:20]=[CH:19][CH:18]=[CH:17][C:16]=1[CH3:21])C1C=CC=CC=1C.BrC1[C:25]2[C:30]([CH:31]=[C:32]3[C:37]=1[CH:36]=[CH:35][CH:34]=[CH:33]3)=[C:29]1[CH:38]=[CH:39][CH:40]=[C:41]([C:42]3[CH:47]=[CH:46][C:45]([C:48]4[C:53]5=[CH:54][CH:55]=[C:56]6[C:65]([CH:64]=[C:63]7[C:58]([CH:59]=[CH:60][CH:61]=[CH:62]7)=[C:57]6Br)=[C:52]5[CH:51]=[CH:50][CH:49]=4)=[CH:44][CH:43]=3)[C:28]1=[CH:27][CH:26]=2.[C:67]1(B(O)O)[CH:72]=[CH:71][CH:70]=[CH:69][CH:68]=1.P([O-])([O-])([O-])=O.[K+].[K+].[K+]>C1(C)C=CC=CC=1.C([O-])(=O)C.[Pd+2].C([O-])(=O)C.O.O1CCOCC1>[C:67]1([C:57]2[C:56]3[C:65]([CH:64]=[C:63]4[C:58]=2[CH:59]=[CH:60][CH:61]=[CH:62]4)=[C:52]2[CH:51]=[CH:50][CH:49]=[C:48]([C:45]4[CH:44]=[CH:43][C:42]([C:41]5[C:28]6=[CH:27][CH:26]=[C:25]7[C:30]([CH:31]=[C:32]8[C:37]([CH:36]=[CH:35][CH:34]=[CH:33]8)=[C:21]7[C:16]7[CH:15]=[CH:20][CH:19]=[CH:18][CH:17]=7)=[C:29]6[CH:38]=[CH:39][CH:40]=5)=[CH:47][CH:46]=4)[C:53]2=[CH:54][CH:55]=3)[CH:72]=[CH:71][CH:70]=[CH:69][CH:68]=1 |f:3.4.5.6,8.9.10|. Procedure: 913 mg (3 mmol) of tri-o-tolylphosphine and then 112 mg (0.5 mmol) of palladium(II) acetate are added to a well-stirred suspension of 21.2 g (40 mmol) of the resultant 1,4-bis(7-bromo(benz[a]anthracen-4-yl))benzene, 12.2 g (100 mmol) of benzeneboronic acid, 25.5 g (120 mmol) of tripotassium phosphate in a mixture of 300 ml of toluene, 100 ml of dioxane and 400 ml of water, and the mixture is subsequently heated under reflux for 16 h. After cooling, the precipitated solid is filtered off with suc... The reactants are ClCCC(=O)N1C2=C(N(C(C3=C1C=CC=C3)=O)C)C=CC=C2 (5-(3-chloro-propionyl)-5,10-dihydro-10-methyl-11H-dibenzo[b,e][1,4]diazepin-11-one), N1CCCC1 (pyrrolidine). The solvent is C(C)(C)O (isopropanol). Yields the product Cl.CN1C2=C(N(C3=C(C1=O)C=CC=C3)C(CCN3CCCC3)=O)C=CC=C2 (5,10-Dihydro-10-methyl-5-[3-(pyrrolidino)-propionyl]-11H-dibenzo[b,e][1,4]diazepin-11-one hydrochloride). RXN SMILES: [Cl:1][CH2:2][CH2:3][C:4]([N:6]1[C:12]2[CH:13]=[CH:14][CH:15]=[CH:16][C:11]=2[C:10](=[O:17])[N:9]([CH3:18])[C:8]2[CH:19]=[CH:20][CH:21]=[CH:22][C:7]1=2)=[O:5].[NH:23]1[CH2:27][CH2:26][CH2:25][CH2:24]1>C(O)(C)C>[ClH:1].[CH3:18][N:9]1[C:10](=[O:17])[C:11]2[CH:16]=[CH:15][CH:14]=[CH:13][C:12]=2[N:6]([C:4](=[O:5])[CH2:3][CH2:2][N:23]2[CH2:27][CH2:26][CH2:25][CH2:24]2)[C:7]2[CH:22]=[CH:21][CH:20]=[CH:19][C:8]1=2 |f:3.4|. Procedure details: 4.5 gm (0.015 mol) of 5-(3-chloro-propionyl)-5,10-dihydro-10-methyl-11H-dibenzo[b,e][1,4]diazepin-11-one and 2.6 gm (0.0375 mol) of pyrrolidine were refluxed for 2 hours in 45 ml of isopropanol. The reaction mixture was worked up as described in Example 1. Reactants: CC1(C)CC(Nc2nccc(-n3cc(C#N)c4ccccc43)n2)CC(C)(C)N1, CCO, O, OO. Product: CC1(C)CC(Nc2nccc(-n3cc(C(N)=O)c4ccccc43)n2)CC(C)(C)N1. As a reaction SMILES: [CH3:1][C:2]1([CH3:28])[NH:3][C:4]([CH3:26])([CH3:27])[CH2:5][CH:6]([NH:8][c:9]2[n:10][cH:11][cH:12][c:13](-[n:15]3[cH:16][c:17]([C:24]#[N:25])[c:18]4[cH:19][cH:20][cH:21][cH:22][c:23]34)[n:14]2)[CH2:7]1.[CH3:32][CH2:33][OH:34].[OH2:31].[OH:29][OH:30]>>[CH3:1][C:2]1([CH3:28])[NH:3][C:4]([CH3:26])([CH3:27])[CH2:5][CH:6]([NH:8][c:9]2[n:10][cH:11][cH:12][c:13](-[n:15]3[cH:16][c:17]([C:24]([NH2:25])=[O:29])[c:18]4[cH:19][cH:20][cH:21][cH:22][c:23]34)[n:14]2)[CH2:7]1. Starting materials: CO, COC(=O)Cc1c(Cl)cc([N+](=O)[O-])cc1Cl. Yields the product COC(=O)Cc1c(Cl)cc(N)cc1Cl. As a reaction SMILES: [CH3:17][OH:18].[CH3:1][O:2][C:3]([CH2:4][c:5]1[c:6]([Cl:15])[cH:7][c:8]([N+:12]([O-:13])=[O:14])[cH:9][c:10]1[Cl:11])=[O:16]>>[CH3:1][O:2][C:3]([CH2:4][c:5]1[c:6]([Cl:15])[cH:7][c:8]([NH2:12])[cH:9][c:10]1[Cl:11])=[O:16]. Starting materials: C(=O)(O)CC1=CN=C(S1)S (5-carboxymethyl-2-mercaptothiazole), [Cl-].[Al+3].[Cl-].[Cl-] (aluminum chloride), C=1(C(OC)=CC=CC1)OC (veratrole), C1(CCC(=O)O1)=O (succinic anhydride). Yields the product COC=1C=C(C(=O)CCC(=O)O)C=CC1OC (3-(3,4-dimethoxybenzoyl)propionic acid). Reaction SMILES: C(CC1SC(S)=NC=1)(O)=O.[C:11]1([O:19][CH3:20])[C:12](=[CH:15][CH:16]=[CH:17][CH:18]=1)[O:13][CH3:14].[C:21]1(=[O:27])[O:26][C:24](=[O:25])[CH2:23][CH2:22]1.[Cl-].[Al+3].[Cl-].[Cl-]>>[CH3:14][O:13][C:12]1[CH:15]=[C:16]([CH:17]=[CH:18][C:11]=1[O:19][CH3:20])[C:21]([CH2:22][CH2:23][C:24]([OH:26])=[O:25])=[O:27] |f:3.4.5.6|. Reported procedure: A 5-carboxymethyl-2-mercaptothiazole derivative can be prepared by reacting veratrole with succinic anhydride in the presence of anhydrous aluminum chloride to obtain 3-(3,4-dimethoxybenzoyl)propionic acid, subjecting the compound to demethylation with hydrobromic acid to obtain 3-(3,4-dihydroxybenzoyl)propionic acid, subjecting the compound to enol-lactonation in the presence of acetic anhydride and sodium acetate, reacting the resulting compound sequentially with N-bromosuccinimide and with di...